Dataset: the Open Reaction Database (ORD), a public repository of structured organic reaction records. Task: describe an organic reaction: reactants, conditions, products, and yield Starting materials: C1CCOC1, COC(=O)Cc1ccc(NC(=O)c2nccc3ccccc23)c(Cl)c1, Cl, [Na+], [OH-]. Product: O=C(O)Cc1ccc(NC(=O)c2nccc3ccccc23)c(Cl)c1. RXN SMILES: [CH2:29]1[O:30][CH2:31][CH2:32][CH2:33]1.[Cl:1][c:2]1[cH:3][c:4]([CH2:21][C:22](=[O:23])[O:24][CH3:25])[cH:5][cH:6][c:7]1[NH:8][C:9](=[O:10])[c:11]1[n:12][cH:13][cH:14][c:15]2[cH:16][cH:17][cH:18][cH:19][c:20]12.[ClH:28].[Na+:27].[OH-:26]>>[Cl:1][c:2]1[cH:3][c:4]([CH2:21][C:22](=[O:23])[OH:24])[cH:5][cH:6][c:7]1[NH:8][C:9](=[O:10])[c:11]1[n:12][cH:13][cH:14][c:15]2[cH:16][cH:17][cH:18][cH:19][c:20]12.